This data is from the Open Reaction Database (ORD), a public repository of structured organic reaction records. The task is: describe an organic reaction: reactants, conditions, products, and yield The reactants are CON, CO, O=CNc1ccnc(C(=O)C(=O)O)c1, CSC(=O)C(=O)c1cc(NC=O)ccn1, Cl, [Na+], [OH-]. Yields the product CON=C(C(=O)O)c1cc(NC=O)ccn1. As a reaction SMILES: [CH3:33][O:34][NH2:35].[CH3:36][OH:37].[CH:18](=[O:19])[NH:20][c:21]1[cH:22][c:23]([C:27]([C:28](=[O:29])[OH:30])=[O:31])[n:24][cH:25][cH:26]1.[CH:1]([NH:2][c:3]1[cH:4][cH:5][n:6][c:7]([C:8](=[O:9])[C:10]([S:11][CH3:12])=[O:13])[cH:14]1)=[O:15].[ClH:32].[Na+:17].[OH-:16]>>[CH:18](=[O:19])[NH:20][c:21]1[cH:22][c:23]([C:27]([C:28](=[O:29])[OH:30])=[N:35][O:34][CH3:33])[n:24][cH:25][cH:26]1. Reactants: ClCCl, COc1cc2c(NC(=O)Nc3c(Cl)cccc3Cl)ncnc2cc1C#CCCCCN(C)NC(=O)OC(C)(C)C, O=C(O)C(F)(F)F. Product: CNCCCCC#Cc1cc2ncnc(NC(=O)Nc3c(Cl)cccc3Cl)c2cc1OC. As a reaction SMILES: [CH2:48]([Cl:49])[Cl:50].[Cl:1][c:2]1[c:3]([NH:9][C:10](=[O:11])[NH:12][c:13]2[n:14][cH:15][n:16][c:17]3[cH:18][c:19]([C:25]#[C:26][CH2:27][CH2:28][CH2:29][CH2:30][N:31]([CH3:32])[NH:33][C:34]([O:35][C:36]([CH3:37])([CH3:38])[CH3:39])=[O:40])[c:20]([O:23][CH3:24])[cH:21][c:22]23)[c:4]([Cl:8])[cH:5][cH:6][cH:7]1.[OH:41][C:42]([C:43]([F:44])([F:45])[F:46])=[O:47]>>[Cl:1][c:2]1[c:3]([NH:9][C:10](=[O:11])[NH:12][c:13]2[n:14][cH:15][n:16][c:17]3[cH:18][c:19]([C:25]#[C:26][CH2:27][CH2:28][CH2:29][CH2:30][NH:31][CH3:32])[c:20]([O:23][CH3:24])[cH:21][c:22]23)[c:4]([Cl:8])[cH:5][cH:6][cH:7]1. Starting materials: C(C1=CC=CC=C1)OC(=O)N1[C@H](CCC1)C=CC(=O)OCC (ethyl (R)-3-(N-benzyloxycarbonylpyrrolidin-2-yl)-2-propenoate), [H-].C(C(C)C)[Al+]CC(C)C (diisobutylaluminum hydride). Run in C(O)([O-])=O.[Na+] (sodium hydrogen carbonate). Reaction conditions: temperature -78 celsius, time 30 minute. The product is diethyl ether hexanes, C(C1=CC=CC=C1)OC(=O)N1[C@H](CCC1)C=CCO ((R)-1-(N-Benzyloxycarbonylpyrrolidin-2-yl)-3-hydroxypropene). The yield is 54.0%. Reaction SMILES: [CH2:1]([O:8][C:9]([N:11]1[CH2:15][CH2:14][CH2:13][C@@H:12]1[CH:16]=[CH:17][C:18](OCC)=[O:19])=[O:10])[C:2]1[CH:7]=[CH:6][CH:5]=[CH:4][CH:3]=1.[H-].C([Al+]CC(C)C)C(C)C>C(=O)([O-])O.[Na+]>[CH2:1]([O:8][C:9]([N:11]1[CH2:15][CH2:14][CH2:13][C@@H:12]1[CH:16]=[CH:17][CH2:18][OH:19])=[O:10])[C:2]1[CH:7]=[CH:6][CH:5]=[CH:4][CH:3]=1 |f:1.2,3.4|. Procedure details: To a stirred solution of ethyl (R)-3-(N-benzyloxycarbonylpyrrolidin-2-yl)-2-propenoate (3.03 g, 10.00 mmol) in anhydrous tetreahydrofuran (75 mL) at −78° C. under nitrogen was added dropwise a solution of diisobutylaluminum hydride (1.0 M in hexanes, 22.0 mL, 22.0 mmol, 2.2 eq). The resulting solution was stirred at −78° C. under nitrogen for 30 minutes. The reaction solution was then allowed to warm to room temperature over the course of 2 hours. A saturated solution of sodium hydrogen carbonat... Starting materials: ice water, CC(C(=O)OC)=C (methyl 2-methylacrylate), CN (methylamine). Solvent: CO (methanol), CO (methanol). Reaction conditions: time 3 day. Product: CC(C(=O)OC)CNC (methyl 2-methyl-3-methylaminopropionate). As a reaction SMILES: [CH3:1][NH2:2].[CH3:3][C:4](=[CH2:9])[C:5]([O:7][CH3:8])=[O:6]>CO>[CH3:9][CH:4]([CH2:3][NH:2][CH3:1])[C:5]([O:7][CH3:8])=[O:6]. Reported procedure: To a solution of 12.4 g of methylamine in 45 ml of methanol was added with stirring and ice-water cooling a solution of 60.2 g of methyl 2-methylacrylate in 40 ml of methanol over a period of 1 hour. The mixture was allowed to stand at room temperature for 3 days, was evaporated and the residue was distilled at aspirator pressure to give the methyl 2-methyl-3-methylaminopropionate, bp. 57°-59° C./15 mm Hg. Starting materials: Ar—H, C[Si](C)(C)C#C (trimethylsilyl acetylene), IC1=CC=C(C=C1)OC1OCCCC1 (1-Iodo-4-tetrahydropyranyloxybenzene), Ar—H. Reagents/catalysts: Cl[Pd]([P](C1=CC=CC=C1)(C2=CC=CC=C2)C3=CC=CC=C3)([P](C4=CC=CC=C4)(C5=CC=CC=C5)C6=CC=CC=C6)Cl (Pd(PPh3)2Cl2), [Cu]I (CuI). Run in C(C)(C)NC(C)C (diisopropylamine). Conditions: time 2 hour. Yields the product O1C(CCCC1)OC1=CC=C(C=C1)C#C[Si](C)(C)C (4-Tetrahydropyranyloxy-1-(trimethylsilylethynyl) benzene). Reaction SMILES: I[C:2]1[CH:7]=[CH:6][C:5]([O:8][CH:9]2[CH2:14][CH2:13][CH2:12][CH2:11][O:10]2)=[CH:4][CH:3]=1.[CH3:15][Si:16]([C:19]#[CH:20])([CH3:18])[CH3:17]>C(NC(C)C)(C)C.Cl[Pd](Cl)([P](C1C=CC=CC=1)(C1C=CC=CC=1)C1C=CC=CC=1)[P](C1C=CC=CC=1)(C1C=CC=CC=1)C1C=CC=CC=1.[Cu]I>[O:10]1[CH2:11][CH2:12][CH2:13][CH2:14][CH:9]1[O:8][C:5]1[CH:6]=[CH:7][C:2]([C:20]#[C:19][Si:16]([CH3:18])([CH3:17])[CH3:15])=[CH:3][CH:4]=1 |^1:30,49|. Procedure details: To a degassed solution of compound 1 (9.12 g, 30 mmol) in diisopropylamine (180 ml) under nitrogen, Pd(PPh3)2Cl2 (140 mg, 0.2 mmol) and CuI (78 mg, 0.4 mmol) were added. Then trimethylsilyl acetylene (3.3 g, 33 mmol) was added dropwise to this clear solution. The reaction mixture was stirred for 2 hours at room temperature. The salt formed during the reaction procedure was filtered off and washed well with ethyl acetate. The filtrate was evaporated to dryness and hydrolyzed with concentrated hyd...